From a dataset of the Open Reaction Database (ORD), a public repository of structured organic reaction records. describe an organic reaction: reactants, conditions, products, and yield Starting materials: N[C@@H]1C(N(C2=C(C[C@@H]1C1=CC=CC=C1)C=CC=C2)CC(=O)N)=O (cis-3-amino-2-oxo-4-phenyl-2,3,4,5-tetrahydro-1H-1-benzazepine 1-acetamide), N1C(=CC2=CC=CC=C12)C(=O)ON1C(CCC1=O)=O (succinimido 2 indolecarboxylate). Solvent: CN(C=O)C (dimethylformamide). The product is N1C(=CC2=CC=CC=C12)C(=O)N[C@@H]1C(N(C2=C(C[C@@H]1C1=CC=CC=C1)C=CC=C2)CC(=O)N)=O (cis-3-(2-indolecarboxamido)-2-oxo-4-phenyl-2,3,4,5-tetrahydro-1H-1-benzazepine-1-acetamide). Isolated yield 102.7%. RXN SMILES: [NH2:1][C@H:2]1[C@@H:8]([C:9]2[CH:14]=[CH:13][CH:12]=[CH:11][CH:10]=2)[CH2:7][C:6]2[CH:15]=[CH:16][CH:17]=[CH:18][C:5]=2[N:4]([CH2:19][C:20]([NH2:22])=[O:21])[C:3]1=[O:23].[NH:24]1[C:32]2[C:27](=[CH:28][CH:29]=[CH:30][CH:31]=2)[CH:26]=[C:25]1[C:33](ON1C(=O)CCC1=O)=[O:34]>CN(C)C=O>[NH:24]1[C:32]2[C:27](=[CH:28][CH:29]=[CH:30][CH:31]=2)[CH:26]=[C:25]1[C:33]([NH:1][C@H:2]1[C@@H:8]([C:9]2[CH:14]=[CH:13][CH:12]=[CH:11][CH:10]=2)[CH2:7][C:6]2[CH:15]=[CH:16][CH:17]=[CH:18][C:5]=2[N:4]([CH2:19][C:20]([NH2:22])=[O:21])[C:3]1=[O:23])=[O:34]. Reported procedure: By conducting the reaction and treatment in the same manner as in Example 12 using 0.2 g of cis-3-amino-2-oxo-4-phenyl-2,3,4,5-tetrahydro-1H-1-benzazepine 1-acetamide and 0.1 g of succinimido 2 indolecarboxylate dissolved in 5 ml of dimethylformamide and recrystallization from a mixed solvent of ethanol and isopropyl alcohol, 0.18 g of cis-3-(2-indolecarboxamido)-2-oxo-4-phenyl-2,3,4,5-tetrahydro-1H-1-benzazepine-1-acetamide 1/2 isopropyl alcohol adduct is obtained, m.p. 204°-216° C. The yield is 99.0%. The product is COC(C(C(=O)N1CCC(CC1)N1C(N2C(C1)=CN=C2C)=O)NC(OC(C)(C)C)=O)(C)C (tert-butyl 2-methoxy-2-methyl-1-((4-(5-methyl-3-oxo-1H-imidazo[1,5-c]imidazol-2(3H)-yl)-1-piperidinyl)carbonyl)propylcarbamate). Solvent: C(C)N(CC)CC (triethylamine), C(C)#N (acetonitrile). Procedure: 2-((tert-butoxycarbonyl)amino)-3-methoxy-3-methylbutanoic acid (0.20 g) obtained in Example 73c) was dissolved in acetonitrile (10 ml). HOBt (0.19 g), WSC (0.24 g), triethylamine (0.16 ml) and 5-methyl-2-(4-piperidinyl)-1,2-dihydro-3H-imidazo[1,5-c]imidazol-3-one dihydrochloride (0.24 g) were added thereto, and mixed at room temperature for 15 hours. The solvent was distilled off under reduced pressure, and the residue was dissolved in ethyl acetate. The ethyl acetate solution was washed with a ... Starting materials: C=1C=CC2=C(C1)N=NN2O (HOBt), CCN=C=NCCCN(C)C (WSC), Cl.Cl.CC1=NC=C2N1C(N(C2)C2CCNCC2)=O (5-methyl-2-(4-piperidinyl)-1,2-dihydro-3H-imidazo[1,5-c]imidazol-3-one dihydrochloride), C(C)(C)(C)OC(=O)NC(C(=O)O)C(C)(C)OC (2-((tert-butoxycarbonyl)amino)-3-methoxy-3-methylbutanoic acid). As a reaction SMILES: [C:1]([O:5][C:6]([NH:8][CH:9]([C:13]([O:16][CH3:17])([CH3:15])[CH3:14])[C:10]([OH:12])=O)=[O:7])([CH3:4])([CH3:3])[CH3:2].C1C=CC2N(O)N=NC=2C=1.CCN=C=NCCCN(C)C.Cl.Cl.[CH3:41][C:42]1[N:46]2[C:47](=[O:56])[N:48]([CH:50]3[CH2:55][CH2:54][NH:53][CH2:52][CH2:51]3)[CH2:49][C:45]2=[CH:44][N:43]=1>C(#N)C.C(N(CC)CC)C>[CH3:17][O:16][C:13]([CH3:15])([CH3:14])[CH:9]([NH:8][C:6](=[O:7])[O:5][C:1]([CH3:2])([CH3:3])[CH3:4])[C:10]([N:53]1[CH2:52][CH2:51][CH:50]([N:48]2[CH2:49][C:45]3=[CH:44][N:43]=[C:42]([CH3:41])[N:46]3[C:47]2=[O:56])[CH2:55][CH2:54]1)=[O:12] |f:3.4.5|. Reactants: C(=O)(N1C=NC=C1)N1C=NC=C1 (1,1'-carbonyldiimidazole), C(C)N(CCN)CC (N,N-diethylethylenediamine), CC(C)NCCCCS(=O)(=O)C1=CC=CC=C1 (N-(1-methylethyl)-4-[phenylsulfonyl]-1-butylamine), base. The solvent is C(Cl)(Cl)Cl (chloroform), O1CCCC1 (tetrahydrofuran), O1CCCC1 (tetrahydrofuran). The product is O.CN(CCNC(N(CCCCS(=O)(=O)C1=CC=CC=C1)C(C)C)=O)C (N'-[2-(Dimethylamino)ethyl]-N-(1-methylethyl)-N-[4-(phenylsulfonyl)butyl]urea hydrate). Isolated yield 74.9%. Reaction SMILES: [C:1](N1C=CN=C1)(N1C=CN=C1)=[O:2].[CH2:13]([N:15]([CH2:19]C)[CH2:16][CH2:17][NH2:18])C.[CH3:21][CH:22]([NH:24][CH2:25][CH2:26][CH2:27][CH2:28][S:29]([C:32]1[CH:37]=[CH:36][CH:35]=[CH:34][CH:33]=1)(=[O:31])=[O:30])[CH3:23]>O1CCCC1.C(Cl)(Cl)Cl>[OH2:2].[CH3:19][N:15]([CH3:13])[CH2:16][CH2:17][NH:18][C:1](=[O:2])[N:24]([CH:22]([CH3:21])[CH3:23])[CH2:25][CH2:26][CH2:27][CH2:28][S:29]([C:32]1[CH:37]=[CH:36][CH:35]=[CH:34][CH:33]=1)(=[O:30])=[O:31] |f:5.6|. Procedure details: A solution of 1,1'-carbonyldiimidazole (6.00 g, 0.037 mole) and N,N-diethylethylenediamine (4.00 g, 0.034 mole) was stirred at room temperature for 2 hours in 200 ml of tetrahydrofuran. A solution of N-(1-methylethyl)-4-[phenylsulfonyl]-1-butylamine (free base 7.99 g, 0.0313 mole) in 100 ml of tetrahydrofuran was added and the solution was heated overnight at reflux. The reaction was stripped to dryness and the residue dissolved in chloroform. The chloroform was extracted with water, dried (sodi... The reactants are CCO, COc1ccc2ccnc(Cl)c2c1, N. Yields the product COc1ccc2ccnc(N)c2c1. Reaction SMILES: [CH3:15][CH2:16][OH:17].[Cl:2][c:3]1[n:4][cH:5][cH:6][c:7]2[cH:8][cH:9][c:10]([O:13][CH3:14])[cH:11][c:12]12.[NH3:1]>>[NH2:1][c:3]1[n:4][cH:5][cH:6][c:7]2[cH:8][cH:9][c:10]([O:13][CH3:14])[cH:11][c:12]12.